describe an organic reaction: reactants, conditions, products, and yield From a dataset of the Open Reaction Database (ORD), a public repository of structured organic reaction records. Reactants: CC1=C(N=C(O1)C1=CC=CC=C1)CCCOC1=CC=C(C=O)C=C1 (4-[3-(5-methyl-2-phenyl-4-oxazolyl)propoxy]benzaldehyde), C(#N)CP(OCC)(OCC)=O (diethyl cyanomethylphosphonate). The product is CC1=C(N=C(O1)C1=CC=CC=C1)CCCOC1=CC=C(C=CC#N)C=C1 (4-[3-(5-methyl-2-phenyl-4-oxazolyl)propoxy]cinnamonitrile). As a reaction SMILES: [CH3:1][C:2]1[O:6][C:5]([C:7]2[CH:12]=[CH:11][CH:10]=[CH:9][CH:8]=2)=[N:4][C:3]=1[CH2:13][CH2:14][CH2:15][O:16][C:17]1[CH:24]=[CH:23][C:20]([CH:21]=O)=[CH:19][CH:18]=1.[C:25]([CH2:27]P(=O)(OCC)OCC)#[N:26]>>[CH3:1][C:2]1[O:6][C:5]([C:7]2[CH:12]=[CH:11][CH:10]=[CH:9][CH:8]=2)=[N:4][C:3]=1[CH2:13][CH2:14][CH2:15][O:16][C:17]1[CH:24]=[CH:23][C:20]([CH:21]=[CH:27][C:25]#[N:26])=[CH:19][CH:18]=1. Procedure: According to the method described for Reference Example 35, 4-[3-(5-methyl-2-phenyl-4-oxazolyl)propoxy]benzaldehyde was allowed to react with diethyl cyanomethylphosphonate to give 4-[3-(5-methyl-2-phenyl-4-oxazolyl)propoxy]cinnamonitrile. Recrystallization from ethyl acetate--isopropyl ether--hexane gave colorless prisms, m.p.97°-98° C.